This data is from the Open Reaction Database (ORD), a public repository of structured organic reaction records. The task is: describe an organic reaction: reactants, conditions, products, and yield Starting materials: O (water), S1C(=NC2=C1C=CC=C2)NC2=CC=C(C=C2)O (4-(benzo[d]thiazol-2-ylamino)phenol), ClC=1C(=NC=CN1)C1(CCOCC1)C(=O)OC (methyl 4-(3-chloropyrazin-2-yl)tetrahydro-2H-pyran-4-carboxylate), C([O-])([O-])=O.[Cs+].[Cs+] (cesium carbonate). Run in CS(=O)C (DMSO), [Cl-].[Na+].O (brine). Conditions: temperature 163 celsius, time 8 hour. Product: CN(C=1SC2=C(N1)C=CC=C2)C2=CC=C(C=C2)OC2=NC=CN=C2C2CCOCC2 (N-METHYL-N-(4-(3-(TETRAHYDRO-2H-PYRAN-4-YL)PYRAZIN-2-YLOXY)PHENYL)BENZO[D]THIAZOL-2-AMINE). Reaction SMILES: [S:1]1[C:5]2[CH:6]=[CH:7][CH:8]=[CH:9][C:4]=2[N:3]=[C:2]1[NH:10][C:11]1[CH:16]=[CH:15][C:14]([OH:17])=[CH:13][CH:12]=1.Cl[C:19]1[C:20]([C:25]2(C(OC)=O)[CH2:30][CH2:29][O:28][CH2:27][CH2:26]2)=[N:21][CH:22]=[CH:23][N:24]=1.[C:35](=O)([O-])[O-].[Cs+].[Cs+].O>CS(C)=O.[Cl-].[Na+].O>[CH3:35][N:10]([C:11]1[CH:16]=[CH:15][C:14]([O:17][C:19]2[C:20]([CH:25]3[CH2:30][CH2:29][O:28][CH2:27][CH2:26]3)=[N:21][CH:22]=[CH:23][N:24]=2)=[CH:13][CH:12]=1)[C:2]1[S:1][C:5]2[CH:6]=[CH:7][CH:8]=[CH:9][C:4]=2[N:3]=1 |f:2.3.4,7.8.9|. Reported procedure: To a solution of 4-(benzo[d]thiazol-2-ylamino)phenol (0.094 g, 0.390 mmol) and methyl 4-(3-chloropyrazin-2-yl)tetrahydro-2H-pyran-4-carboxylate (0.1 g, 0.390 mmol) in DMSO (1 mL) was added cesium carbonate (0.254 g, 0.779 mmol). The resulting mixture was heated to 163° C. for ˜20 minutes. Reaction mixture was cooled back to 100 C and stirred overnight. Aqueous work up with multiple water and brine washes to remove DMSO and extraction with DCM. Purification by Shimadzu (phenomenex Gemini C18 5 um... Reactants: [N+](=O)(O)[O-] (nitric acid), N(C(=O)C)C1=CC2=C(OCCCO2)C=C1 (7-acetamino-3,4-dihydro-2H-1,5-benzodioxepine), [N+](=O)(O)[O-] (nitric acid). Solvent: C(C)(=O)O (acetic acid), C(C)(=O)O (acetic acid). Run at time 3 hour. Product: N(C(=O)C)C1=CC2=C(OCCCO2)C=C1[N+](=O)[O-] (7-acetamino-8-nitro-3,4-dihydro-2H-1,5-benzodioxepine). Isolated yield 94.9%. RXN SMILES: [NH:1]([C:5]1[CH:15]=[CH:14][C:8]2[O:9][CH2:10][CH2:11][CH2:12][O:13][C:7]=2[CH:6]=1)[C:2]([CH3:4])=[O:3].[N+:16]([O-])([OH:18])=[O:17]>C(O)(=O)C>[NH:1]([C:5]1[C:15]([N+:16]([O-:18])=[O:17])=[CH:14][C:8]2[O:9][CH2:10][CH2:11][CH2:12][O:13][C:7]=2[CH:6]=1)[C:2]([CH3:4])=[O:3]. Procedure: 13.5 g of 7-acetamino-3,4-dihydro-2H-1,5-benzodioxepine were placed in 50 ml of glacial acetic acid and nitrated at 15°-20° C. with 7 ml of nitric acid in 20 ml of glacial acetic acid by dropwise addition, the crystals passing into solution only after the addition of a quarter of the nitric acid. The product separated out, but was stirred for an additional 3 hours, then removed under suction and washed with water and methanol. 15.6 g (94.9% of theory) of 7-acetamino-8-nitro-3,4-dihydro-2H-1,5-be... Reaction SMILES: [CH3:1][O:2][C:3]([c:4]1[c:5]([Cl:16])[cH:6][c:7]([N:10]2[CH2:11][CH2:12][O:13][CH2:14][CH2:15]2)[cH:8][cH:9]1)=[O:17].[CH3:21][OH:22].[ClH:20].[Na+:19].[OH-:18].[OH2:23]>>[O:2]=[C:3]([c:4]1[c:5]([Cl:16])[cH:6][c:7]([N:10]2[CH2:11][CH2:12][O:13][CH2:14][CH2:15]2)[cH:8][cH:9]1)[OH:17]. Product: O=C(O)c1ccc(N2CCOCC2)cc1Cl. Starting materials: COC(=O)c1ccc(N2CCOCC2)cc1Cl, CO, Cl, [Na+], [OH-], O. Reactants: Cc1ccccc1, Cc1ccc2c(N)cccc2n1, O, CC(C)(CC(O)(C=O)C(F)(F)F)c1ccccc1. Yields the product Cc1ccc2c(N=CC(O)(CC(C)(C)c3ccccc3)C(F)(F)F)cccc2n1. As a reaction SMILES: [CH3:32][c:33]1[cH:34][cH:35][cH:36][cH:37][cH:38]1.[NH2:19][c:20]1[c:21]2[cH:22][cH:23][c:24]([CH3:30])[n:25][c:26]2[cH:27][cH:28][cH:29]1.[OH2:31].[OH:1][C:2]([CH:3]=[O:4])([CH2:5][C:6]([CH3:7])([c:8]1[cH:9][cH:10][cH:11][cH:12][cH:13]1)[CH3:14])[C:15]([F:16])([F:17])[F:18]>>[OH:1][C:2]([CH:3]=[N:19][c:20]1[c:21]2[cH:22][cH:23][c:24]([CH3:30])[n:25][c:26]2[cH:27][cH:28][cH:29]1)([CH2:5][C:6]([CH3:7])([c:8]1[cH:9][cH:10][cH:11][cH:12][cH:13]1)[CH3:14])[C:15]([F:16])([F:17])[F:18].